Task: describe an organic reaction: reactants, conditions, products, and yield. Dataset: the Open Reaction Database (ORD), a public repository of structured organic reaction records Starting materials: BrCCCCCCCCCCCCCC (1-bromo tetradecane), dodecylamine(laurylamine), C(=O)([O-])[O-].[Na+].[Na+] (Na2CO3), CN(C)C=O (DMF). Reagents/catalysts: [I-].C(CCC)[N+](CCCC)(CCCC)CCCC (tetrabutyl ammonium iodide). Run in O1CCOCC1 (dioxane). Run at time 3.5 hour. Product: C(CCCCCCCCCCC)NCCCCCCCCCCCCCC (N-Lauryl-Myristyl Amine). The yield is 35.0%. Reaction SMILES: C([O-])([O-])=O.[Na+].[Na+].Br[CH2:8][CH2:9][CH2:10][CH2:11][CH2:12][CH2:13][CH2:14][CH2:15][CH2:16][CH2:17][CH2:18][CH2:19][CH2:20][CH3:21].C[N:23]([CH:25]=O)C>[I-].C([N+](CCCC)(CCCC)CCCC)CCC.O1CCOCC1>[CH2:25]([NH:23][CH2:8][CH2:9][CH2:10][CH2:11][CH2:12][CH2:13][CH2:14][CH2:15][CH2:16][CH2:17][CH2:18][CH2:19][CH2:20][CH3:21])[CH2:18][CH2:17][CH2:16][CH2:15][CH2:14][CH2:13][CH2:12][CH2:11][CH2:10][CH2:9][CH3:8] |f:0.1.2,5.6|. Reported procedure: 18.54 g (100 mmol) dodecylamine(laurylamine), 6.36 g (60 mmol) Na2CO3 and 50 mg tetrabutyl ammonium iodide (TBAI) were suspended in 100 ml anhydrous DMF in a 500 ml 3-neck flask having a reflux condenser and a dropping funnel. A solution of 16.4 ml (60 mmol) 1-bromo tetradecane in 100 ml anhydrous dioxane were added dropwise at 100° C. over a period of 110 minutes and the mixture was steered for another 3.5 hours at 100° C. (FIG. 6). The solution was filtered at a temperature as hot as possible.... Starting materials: BrC1=C2C=3CCC(CC3NC2=C(C=C1)C(=O)O)C(=O)OCC (5-bromo-2-(ethoxycarbonyl)-2,3,4,9-tetrahydro-1H-carbazole-8-carboxylic acid), BrC1=C2C=3CCC(CC3NC2=C(C=C1)C(=O)O)C(=O)OCC (5-bromo-2-(ethoxycarbonyl)-2,3,4,9-tetrahydro-1H-carbazole-8-carboxylic acid), C(CCl)Cl (EDC), C=1C=CC2=C(C1)N=NN2O (HOBT), [OH-].[NH4+] (ammonium hydroxide). The solvent is C1CCOC1.C(Cl)Cl (THF DCM). Run at time 8 hour. Yields the product BrC1=C2C=3CCC(CC3NC2=C(C=C1)C(N)=O)C(=O)OCC (ethyl 5-bromo-8-carbamoyl-2,3,4,9-tetrahydro-1H-carbazole-2-carboxylate). Isolated yield 72.9%. Reaction SMILES: [Br:1][C:2]1[CH:14]=[CH:13][C:12]([C:15](O)=[O:16])=[C:11]2[C:3]=1[C:4]1[CH2:5][CH2:6][CH:7]([C:18]([O:20][CH2:21][CH3:22])=[O:19])[CH2:8][C:9]=1[NH:10]2.C(Cl)CCl.C1C=CC2N(O)N=[N:33]C=2C=1.[OH-].[NH4+]>C1COCC1.C(Cl)Cl>[Br:1][C:2]1[CH:14]=[CH:13][C:12]([C:15](=[O:16])[NH2:33])=[C:11]2[C:3]=1[C:4]1[CH2:5][CH2:6][CH:7]([C:18]([O:20][CH2:21][CH3:22])=[O:19])[CH2:8][C:9]=1[NH:10]2 |f:3.4,5.6|. Procedure details: A suspension of 5-bromo-2-(ethoxycarbonyl)-2,3,4,9-tetrahydro-1H-carbazole-8-carboxylic acid (Intermediate 46-1, 12.28 g, 33.5 mmol), EDC (7.71 g, 40.2 mmol), and HOBT (6.16 g, 40.2 mmol) in THF-DCM (4:1, 335 mL) was treated with 28% aqueous ammonium hydroxide (7.83 mL, 201 mmol), and the resulting suspension was stirred at rt overnight. The mixture was concentrated and the residue was suspended in water. The precipitate was collected by filtration, washed with water and EtOAc and dried to give ... The reactants are C1CCOC1, CC(C)C1c2nc[nH]c2CCN1C(=O)OCC(Cl)(Cl)Cl, [H-], [Na+], OCc1cccnc1. Yields the product CC(C)C1c2nc[nH]c2CCN1C(=O)OCc1cccnc1. Reaction SMILES: [CH2:31]1[O:32][CH2:33][CH2:34][CH2:35]1.[CH:11]([CH3:12])([CH3:13])[CH:14]1[N:15]([C:23](=[O:24])[O:25][CH2:26][C:27]([Cl:28])([Cl:29])[Cl:30])[CH2:16][CH2:17][c:18]2[c:19]1[n:20][cH:21][nH:22]2.[H-:2].[Na+:1].[n:3]1[cH:4][c:5]([CH2:9][OH:10])[cH:6][cH:7][cH:8]1>>[n:3]1[cH:4][c:5]([CH2:9][O:10][C:23]([N:15]2[CH:14]([CH:11]([CH3:12])[CH3:13])[c:19]3[c:18]([nH:22][cH:21][n:20]3)[CH2:17][CH2:16]2)=[O:24])[cH:6][cH:7][cH:8]1. Reactants: [BH4-], N#N, [Na+], O=C(O)C(F)(F)F, S=C=S, Cc1cc(C(O)c2cc3ccccc3s2)oc1C. Yields the product Cc1cc(Cc2cc3ccccc3s2)oc1C. As a reaction SMILES: [BH4-:26].[N:28]#[N:29].[Na+:27].[OH:1][C:2]([C:3]([F:4])([F:5])[F:6])=[O:7].[S:30]=[C:31]=[S:32].[s:8]1[c:9]2[c:10]([cH:11][c:12]1[CH:13]([OH:14])[c:15]1[cH:16][c:17]([CH3:21])[c:18]([CH3:20])[o:19]1)[cH:22][cH:23][cH:24][cH:25]2>>[s:8]1[c:9]2[c:10]([cH:11][c:12]1[CH2:13][c:15]1[cH:16][c:17]([CH3:21])[c:18]([CH3:20])[o:19]1)[cH:22][cH:23][cH:24][cH:25]2. Starting materials: CO, COC(=O)c1ccc(OCCCl)cc1, Cl, [Na+], [OH-], O. Product: O=C(O)c1ccc(OCCCl)cc1. RXN SMILES: [CH3:15][OH:16].[CH3:1][O:2][C:3]([c:4]1[cH:5][cH:6][c:7]([O:10][CH2:11][CH2:12][Cl:13])[cH:8][cH:9]1)=[O:14].[ClH:19].[Na+:18].[OH-:17].[OH2:20]>>[O:2]=[C:3]([c:4]1[cH:5][cH:6][c:7]([O:10][CH2:11][CH2:12][Cl:13])[cH:8][cH:9]1)[OH:14].